This data is from the Open Reaction Database (ORD), a public repository of structured organic reaction records. The task is: describe an organic reaction: reactants, conditions, products, and yield The reactants are CC(C)(C)OC(=O)c1ccc(Br)cn1, COC(=O)c1cc(O)c2c(c1)OC(C)(C)C2, Cc1ccccc1, [K+], [K+], [K+], CC(=O)[O-], CC(=O)[O-], O=P([O-])([O-])[O-], [Pd+2]. The product is COC(=O)c1cc(Oc2ccc(C(=O)OC(C)(C)C)nc2)c2c(c1)OC(C)(C)C2. As a reaction SMILES: [Br:1][c:2]1[cH:3][cH:4][c:5]([C:8](=[O:9])[O:10][C:11]([CH3:12])([CH3:13])[CH3:14])[n:6][cH:7]1.[CH3:15][O:16][C:17](=[O:18])[c:19]1[cH:20][c:21]2[c:22]([c:28]([OH:30])[cH:29]1)[CH2:23][C:24]([CH3:26])([CH3:27])[O:25]2.[CH3:39][c:40]1[cH:41][cH:42][cH:43][cH:44][cH:45]1.[K+:36].[K+:37].[K+:38].[O-:47][C:48]([CH3:49])=[O:50].[O-:51][C:52]([CH3:53])=[O:54].[P:31]([O-:32])([O-:33])([O-:34])=[O:35].[Pd+2:46]>>[c:2]1([O:30][c:28]2[c:22]3[c:21]([cH:20][c:19]([C:17]([O:16][CH3:15])=[O:18])[cH:29]2)[O:25][C:24]([CH3:26])([CH3:27])[CH2:23]3)[cH:3][cH:4][c:5]([C:8](=[O:9])[O:10][C:11]([CH3:12])([CH3:13])[CH3:14])[n:6][cH:7]1.